This data is from the Open Reaction Database (ORD), a public repository of structured organic reaction records. The task is: describe an organic reaction: reactants, conditions, products, and yield Starting materials: CN(Cc1cccc(C(=O)O)c1)C(=O)OC(C)(C)C, CN(C)c1ccncc1, CCOC(C)=O, ClCCl, O=C1CNc2ccccc2N1. The product is CN(Cc1cccc(C(=O)N2CC(=O)Nc3ccccc32)c1)C(=O)OC(C)(C)C. As a reaction SMILES: [C:1](=[O:2])([OH:3])[c:4]1[cH:5][c:6]([CH2:7][N:8]([C:9]([O:10][C:11]([CH3:12])([CH3:13])[CH3:14])=[O:15])[CH3:16])[cH:17][cH:18][cH:19]1.[CH3:31][N:32]([CH3:33])[c:34]1[cH:35][cH:36][n:37][cH:38][cH:39]1.[CH3:43][CH2:44][O:45][C:46](=[O:47])[CH3:48].[Cl:40][CH2:41][Cl:42].[NH:20]1[C:21](=[O:30])[CH2:22][NH:23][c:24]2[cH:25][cH:26][cH:27][cH:28][c:29]21>>[C:1](=[O:3])([c:4]1[cH:5][c:6]([CH2:7][N:8]([C:9]([O:10][C:11]([CH3:12])([CH3:13])[CH3:14])=[O:15])[CH3:16])[cH:17][cH:18][cH:19]1)[N:23]1[CH2:22][C:21](=[O:30])[NH:20][c:29]2[c:24]1[cH:25][cH:26][cH:27][cH:28]2. Starting materials: Cc1nc(C)c(-c2ccc(-c3ccc(CC(=O)O)cc3Cl)cc2)nc1C(N)=O, CCN(C(C)C)C(C)C, CCN=C=NCCCN(C)C, CCOC(C)=O, Cl, Cl, CCOC(=O)C(N)CC(C)C, CN(C)C=O, On1nnc2ccccc21. The product is CCOC(=O)C(CC(C)C)NC(=O)Cc1ccc(-c2ccc(-c3nc(C(N)=O)c(C)nc3C)cc2)c(Cl)c1. As a reaction SMILES: [C:22]([NH2:23])(=[O:24])[c:25]1[c:26]([CH3:49])[n:27][c:28]([CH3:48])[c:29](-[c:31]2[cH:32][cH:33][c:34](-[c:37]3[c:38]([Cl:47])[cH:39][c:40]([CH2:43][C:44](=[O:45])[OH:46])[cH:41][cH:42]3)[cH:35][cH:36]2)[n:30]1.[CH2:13]([N:14]([CH:15]([CH3:16])[CH3:17])[CH:18]([CH3:19])[CH3:20])[CH3:21].[CH3:51][N:52]([CH3:53])[CH2:54][CH2:55][CH2:56][N:57]=[C:58]=[N:59][CH2:60][CH3:61].[CH3:77][CH2:78][O:79][C:80]([CH3:81])=[O:82].[ClH:1].[ClH:50].[NH2:2][CH:3]([C:4](=[O:5])[O:6][CH2:7][CH3:8])[CH2:9][CH:10]([CH3:11])[CH3:12].[O:72]=[CH:73][N:74]([CH3:75])[CH3:76].[n:62]1([OH:63])[c:64]2[cH:65][cH:66][cH:67][cH:68][c:69]2[n:70][n:71]1>>[NH:2]([CH:3]([C:4](=[O:5])[O:6][CH2:7][CH3:8])[CH2:9][CH:10]([CH3:11])[CH3:12])[C:44]([CH2:43][c:40]1[cH:39][c:38]([Cl:47])[c:37](-[c:34]2[cH:33][cH:32][c:31](-[c:29]3[c:28]([CH3:48])[n:27][c:26]([CH3:49])[c:25]([C:22]([NH2:23])=[O:24])[n:30]3)[cH:36][cH:35]2)[cH:42][cH:41]1)=[O:45].